This data is from the Open Reaction Database (ORD), a public repository of structured organic reaction records. The task is: describe an organic reaction: reactants, conditions, products, and yield The reactants are CSC1=CC(=NC=N1)OC1=CC=C(C=C1)N (4-(6-methylsulfanyl-pyrimidin-4-yloxy)-phenylamine), ClC1=C(C=C(C=C1)N=C=O)C(F)(F)F (4-chloro-3-(trifluoromethyl)phenyl isocyanate). The solvent is C1CCOC1 (THF), C1CCOC1 (THF). Run at time 8 hour. Yields the product ClC1=C(C=C(C=C1)NC(=O)NC1=CC=C(C=C1)OC1=NC=NC(=C1)SC)C(F)(F)F (1-(4-Chloro-3-trifluoromethyl-phenyl)-3-[4-(6-methylsulfanyl-pyrimidin-4-yloxy)-phenyl]-urea). Yield: 71.2%. As a reaction SMILES: [CH3:1][S:2][C:3]1[N:8]=[CH:7][N:6]=[C:5]([O:9][C:10]2[CH:15]=[CH:14][C:13]([NH2:16])=[CH:12][CH:11]=2)[CH:4]=1.[Cl:17][C:18]1[CH:23]=[CH:22][C:21]([N:24]=[C:25]=[O:26])=[CH:20][C:19]=1[C:27]([F:30])([F:29])[F:28]>C1COCC1>[Cl:17][C:18]1[CH:23]=[CH:22][C:21]([NH:24][C:25]([NH:16][C:13]2[CH:14]=[CH:15][C:10]([O:9][C:5]3[CH:4]=[C:3]([S:2][CH3:1])[N:8]=[CH:7][N:6]=3)=[CH:11][CH:12]=2)=[O:26])=[CH:20][C:19]=1[C:27]([F:28])([F:29])[F:30]. Reported procedure: A solution of 4-(6-methylsulfanyl-pyrimidin-4-yloxy)-phenylamine (1.3 g, 5.5 mmol) in THF (24 ml) is cooled to 0° C. A solution of 4-chloro-3-(trifluoromethyl)phenyl isocyanate (1.22 g, 5.5 mmol) in THF (24 ml) is added dropwise and stirring is continued overnight at r.t. The solvent is evaporated and the crude product is purified by silica gel chromatography using an ethyl acetate/heptane eluent (1:1) to give 1.78 g (70%) of a white solid.